describe an organic reaction: reactants, conditions, products, and yield From a dataset of the Open Reaction Database (ORD), a public repository of structured organic reaction records. The reactants are C(#N)CC(=O)O (cyanoacetic acid), C1(=CC=CC=C1)CCC(CC)=O (5phenylpentan-3-one). Product: C(C)C(CC#N)CCC1=CC=CC=C1 (3-ethyl-5-phenylpentanenitrile). Reaction SMILES: [C:1]([CH2:3]C(O)=O)#[N:2].[C:7]1([CH2:13][CH2:14][C:15](=O)[CH2:16][CH3:17])[CH:12]=[CH:11][CH:10]=[CH:9][CH:8]=1>>[CH2:16]([CH:15]([CH2:14][CH2:13][C:7]1[CH:12]=[CH:11][CH:10]=[CH:9][CH:8]=1)[CH2:3][C:1]#[N:2])[CH3:17]. Procedure details: The reaction was repeated utilizing an equimolar quantity of dimethyl malonate in place of the cyanoacetic acid to yield methyl 4-methyl-5-phenylpentanoate. Repeating the cyanoacetic acid condensation/reduction reaction utilizing 5phenylpentan-3-one as the starting material afforded 3-ethyl-5-phenylpentanenitrile. Starting materials: CCN(C(=O)OCc1ccccc1)C1CCNCC1, CN(CC1(c2ccccc2)CC1C=O)S(=O)(=O)c1ccccc1. Yields the product CCN(C(=O)OCc1ccccc1)C1CCN(CC2CC2(CN(C)S(=O)(=O)c2ccccc2)c2ccccc2)CC1. RXN SMILES: [CH2:24]([CH3:25])[N:26]([C:27]([O:28][CH2:29][c:30]1[cH:31][cH:32][cH:33][cH:34][cH:35]1)=[O:36])[CH:37]1[CH2:38][CH2:39][NH:40][CH2:41][CH2:42]1.[CH:1](=[O:2])[CH:3]1[C:4]([c:6]2[cH:7][cH:8][cH:9][cH:10][cH:11]2)([CH2:12][N:13]([S:14](=[O:15])(=[O:16])[c:17]2[cH:18][cH:19][cH:20][cH:21][cH:22]2)[CH3:23])[CH2:5]1>>[CH2:1]([CH:3]1[C:4]([c:6]2[cH:7][cH:8][cH:9][cH:10][cH:11]2)([CH2:12][N:13]([S:14](=[O:15])(=[O:16])[c:17]2[cH:18][cH:19][cH:20][cH:21][cH:22]2)[CH3:23])[CH2:5]1)[N:40]1[CH2:39][CH2:38][CH:37]([N:26]([CH2:24][CH3:25])[C:27]([O:28][CH2:29][c:30]2[cH:31][cH:32][cH:33][cH:34][cH:35]2)=[O:36])[CH2:42][CH2:41]1. Reaction conditions: temperature 60 celsius, time 3 hour. The product is FC(C1=C(CN2CCC(CC2)\C=C/2\C(=NC(S2)=O)N[C@@H](C(C)(C)OC)C(=O)N(C)C)C=CC(=C1)C(F)(F)F)(F)F (N2-[(5Z)-5-({1-[2,4-bis(trifluoromethyl)benzyl]piperidin-4-yl}methylidene)-2-oxo-2,5-dihydro-1,3-thiazol-4-yl]-3-methoxy-N,N-dimethyl-L-valinamide). As a reaction SMILES: [CH3:1][O:2][C:3]([CH3:18])([CH3:17])[C@@H:4]([C:12]([N:14]([CH3:16])[CH3:15])=[O:13])[NH:5][C:6]1[CH2:10][S:9][C:8](=[O:11])[N:7]=1.[F:19][C:20]([F:41])([F:40])[C:21]1[CH:35]=[C:34]([C:36]([F:39])([F:38])[F:37])[CH:33]=[CH:32][C:22]=1[CH2:23][N:24]1[CH2:29][CH2:28][CH:27]([CH:30]=O)[CH2:26][CH2:25]1.C([O-])(=O)C.[NH2+]1CCCCC1>CC(O)C>[F:41][C:20]([F:19])([F:40])[C:21]1[CH:35]=[C:34]([C:36]([F:39])([F:38])[F:37])[CH:33]=[CH:32][C:22]=1[CH2:23][N:24]1[CH2:29][CH2:28][CH:27](/[CH:30]=[C:10]2/[C:6]([NH:5][C@H:4]([C:12]([N:14]([CH3:15])[CH3:16])=[O:13])[C:3]([O:2][CH3:1])([CH3:18])[CH3:17])=[N:7][C:8](=[O:11])[S:9]/2)[CH2:26][CH2:25]1 |f:2.3|. Procedure: To a solution of 3-methoxy-N,N-dimethyl-N2-(2-oxo-2,5-dihydro-1,3-thiazol-4-yl)-L-valinamide (460 mg) and 1-[2,4-bis(trifluoromethyl)benzyl]piperidine-4-carbaldehyde (628 mg) in 2-propanol (15 mL) was added piperidinium acetate (269 mg) at room temperature. The reaction mixture was stirred at 60° C. for 3 hr, and the solvent was evaporated under reduced pressure. The residue was purified by silica gel column chromatography (ethyl acetate/hexane) and recrystallized from ethyl acetate/heptane to g... Solvent: CC(C)O (2-propanol). Reactants: COC([C@H](NC1=NC(SC1)=O)C(=O)N(C)C)(C)C (3-methoxy-N,N-dimethyl-N2-(2-oxo-2,5-dihydro-1,3-thiazol-4-yl)-L-valinamide), FC(C1=C(CN2CCC(CC2)C=O)C=CC(=C1)C(F)(F)F)(F)F (1-[2,4-bis(trifluoromethyl)benzyl]piperidine-4-carbaldehyde), C(C)(=O)[O-].[NH2+]1CCCCC1 (piperidinium acetate). The yield is 38.0%.